From a dataset of the Open Reaction Database (ORD), a public repository of structured organic reaction records. describe an organic reaction: reactants, conditions, products, and yield Product: C(C)(C)(C)ON=C1C=C(OC2=CC=C(C=C12)C#CCOC)C1=CC=2N(C=N1)C=CC2 (6-(3-Methoxy-prop-1-ynyl)-2-pyrrolo[1,2-c]pyrimidin-3-yl-chromen-4-one O-tert-butyl-oxime), title compound. Procedure details: 6-(3-Methoxy-prop-1-ynyl)-2-pyrrolo[1,2-c]pyrimidin-3-yl-chromen-4-one O-tert-butyl-oxime was prepared in 39% yield using the procedure described in example 23A, starting from 6-bromo-2-pyrrolo[1,2-c]pyrimidin-3-yl-chromen-4-one O-tert-butyl oxime (tert-butyl protected oxime of example 66) and 3-Methoxy-propyne. The title compound was isolated as a yellow solid. Reactants: C(C)(C)(C)ON=C1C=C(OC2=CC=C(C=C12)Br)C1=CC=2N(C=N1)C=CC2 (6-bromo-2-pyrrolo[1,2-c]pyrimidin-3-yl-chromen-4-one O-tert-butyl oxime), COCC#C (3-Methoxy-propyne). As a reaction SMILES: [C:1]([O:5][N:6]=[C:7]1[C:16]2[C:11](=[CH:12][CH:13]=[C:14](Br)[CH:15]=2)[O:10][C:9]([C:18]2[N:23]=[CH:22][N:21]3[CH:24]=[CH:25][CH:26]=[C:20]3[CH:19]=2)=[CH:8]1)([CH3:4])([CH3:3])[CH3:2].[CH3:27][O:28][CH2:29][C:30]#[CH:31]>>[C:1]([O:5][N:6]=[C:7]1[C:16]2[C:11](=[CH:12][CH:13]=[C:14]([C:31]#[C:30][CH2:29][O:28][CH3:27])[CH:15]=2)[O:10][C:9]([C:18]2[N:23]=[CH:22][N:21]3[CH:24]=[CH:25][CH:26]=[C:20]3[CH:19]=2)=[CH:8]1)([CH3:4])([CH3:3])[CH3:2]. The yield is 39.0%. The reactants are C(C1=CC=CC=C1)O[C@H](CN(S(=O)(=O)C)C1=C(C=C2C(=N1)OC(=C2C(=O)NC)C2=CC=C(C=C2)F)C(=C)C)C=C ((S)-6-(N-(2-(benzyloxy)but-3-enyl)methylsulfonamido)-2-(4-fluorophenyl)-N-methyl-5-(prop-1-en-2-yl)furo[2,3-b]pyridine-3-carboxamide). Reagents/catalysts: CC1=CC(=C(C(=C1)C)N2CCN(C2=[Ru](=CC3=C(C=CC=C3)OC(C)C)(Cl)Cl)C4=C(C=C(C=C4C)C)C)C (Hoveyda-Grubbs 2nd generation). Solvent: C1(=CC=CC=C1)C (toluene). Reaction conditions: temperature 100 celsius. The product is CNC(=O)C1=C(OC=2N=C3C(=CC12)C(=C[C@@H](CN3S(=O)(=O)C)OCC3=CC=CC=C3)C)C3=CC=C(C=C3)F ((S)-7-Benzyloxy-2-(4-fluoro-phenyl)-9-methanesulfonyl-5-methyl-8,9-dihydro-7H-1-oxa-9,10-diaza-cyclohepta[f]indene-3-carboxylic acid methylamide). As a reaction SMILES: [CH2:1]([O:8][C@@H:9]([CH:39]=C)[CH2:10][N:11]([C:16]1[N:21]=[C:20]2[O:22][C:23]([C:29]3[CH:34]=[CH:33][C:32]([F:35])=[CH:31][CH:30]=3)=[C:24]([C:25]([NH:27][CH3:28])=[O:26])[C:19]2=[CH:18][C:17]=1[C:36]([CH3:38])=C)[S:12]([CH3:15])(=[O:14])=[O:13])[C:2]1[CH:7]=[CH:6][CH:5]=[CH:4][CH:3]=1>C1(C)C=CC=CC=1.CC1C=C(C)C(N2C(=[Ru](Cl)(Cl)=CC3C=CC=CC=3OC(C)C)N(C3C(C)=CC(C)=CC=3C)CC2)=C(C)C=1>[CH3:28][NH:27][C:25]([C:24]1[C:19]2[CH:18]=[C:17]3[C:36]([CH3:38])=[CH:39][C@H:9]([O:8][CH2:1][C:2]4[CH:3]=[CH:4][CH:5]=[CH:6][CH:7]=4)[CH2:10][N:11]([S:12]([CH3:15])(=[O:13])=[O:14])[C:16]3=[N:21][C:20]=2[O:22][C:23]=1[C:29]1[CH:34]=[CH:33][C:32]([F:35])=[CH:31][CH:30]=1)=[O:26]. Procedure: To a solution of (S)-6-(N-(2-(benzyloxy)but-3-enyl)methylsulfonamido)-2-(4-fluorophenyl)-N-methyl-5-(prop-1-en-2-yl)furo[2,3-b]pyridine-3-carboxamide (543 mg, 0.963 mmol) in toluene is added Hoveyda-Grubbs 2nd generation catalyst (6 mg, 0.0096 mmol), and the reaction mixture is heated to 100° C. for 18 h. After the reaction is judged complete by LCMS, the toluene is removed in vacuo, and the solid is triturated with methanol to afford (S)-7-Benzyloxy-2-(4-fluoro-phenyl)-9-methanesulfonyl-5-methy... Reactants: Cc1cccc2c1C(=Cc1[nH]c(C(=O)O)c(C)c1CCC(=O)O)C(=O)N2, Cl, [K+], [OH-], O, OCCO. The product is Cc1c[nH]c(C=C2C(=O)Nc3cccc(C)c32)c1CCC(=O)O. RXN SMILES: [C:1](=[O:2])([OH:3])[CH2:4][CH2:5][c:6]1[c:7]([CH3:26])[c:8]([C:23]([OH:24])=[O:25])[nH:9][c:10]1[CH:11]=[C:12]1[C:13](=[O:22])[NH:14][c:15]2[cH:16][cH:17][cH:18][c:19]([CH3:21])[c:20]21.[ClH:30].[K+:28].[OH-:27].[OH2:29].[OH:31][CH2:32][CH2:33][OH:34]>>[C:1](=[O:2])([OH:3])[CH2:4][CH2:5][c:6]1[c:7]([CH3:26])[cH:8][nH:9][c:10]1[CH:11]=[C:12]1[C:13](=[O:22])[NH:14][c:15]2[cH:16][cH:17][cH:18][c:19]([CH3:21])[c:20]21. The reactants are O(C1=CC=CC=C1)C1=CC=C(OC2=C(C=NC=C2)C=2C=C(N)C=CC2)C=C1 (3-(4-(4-phenoxyphenoxy)pyridin-3-yl)aniline), O1CCN(CC1)C/C=C/C(=O)O ((E)-4-morpholinobut-2-enoic acid). Yields the product O1CCN(CC1)C/C=C/C(=O)NC1=CC(=CC=C1)C=1C=NC=CC1OC1=CC=C(C=C1)OC1=CC=CC=C1 ((E)-4-morpholino-N-(3-(4-(4-phenoxyphenoxy)pyridin-3-yl)phenyl)but-2-enamide). Isolated yield 34.0%. As a reaction SMILES: [O:1]([C:8]1[CH:27]=[CH:26][C:11]([O:12][C:13]2[CH:18]=[CH:17][N:16]=[CH:15][C:14]=2[C:19]2[CH:20]=[C:21]([CH:23]=[CH:24][CH:25]=2)[NH2:22])=[CH:10][CH:9]=1)[C:2]1[CH:7]=[CH:6][CH:5]=[CH:4][CH:3]=1.[O:28]1[CH2:33][CH2:32][N:31]([CH2:34]/[CH:35]=[CH:36]/[C:37](O)=[O:38])[CH2:30][CH2:29]1>>[O:28]1[CH2:33][CH2:32][N:31]([CH2:34]/[CH:35]=[CH:36]/[C:37]([NH:22][C:21]2[CH:23]=[CH:24][CH:25]=[C:19]([C:14]3[CH:15]=[N:16][CH:17]=[CH:18][C:13]=3[O:12][C:11]3[CH:10]=[CH:9][C:8]([O:1][C:2]4[CH:7]=[CH:6][CH:5]=[CH:4][CH:3]=4)=[CH:27][CH:26]=3)[CH:20]=2)=[O:38])[CH2:30][CH2:29]1. Reported procedure: (E)-4-morpholino-N-(3-(4-(4-phenoxyphenoxy)pyridin-3-yl)phenyl)but-2-enamide was prepared from 3-(4-(4-phenoxyphenoxy)pyridin-3-yl)aniline and (E)-4-morpholinobut-2-enoic acid using Method E (34% yield). HPLC: 100%, RT=3.493 min. MS: m/z=508 [M+H]+, RT=2.27 min. Reactants: C1CC(=O)N(C1=O)Br (NBS), TEA, 1,1′-Bis(triphenylphosphine)dichloropalladium(II), C(C)(C)(C)OC(=O)N1C(CCC1)C(=O)OCC(=O)C=1C=CC2=C(SC3=C2C=CC(=C3)Br)C1 (Pyrrolidine-1,2-dicarboxylic acid 2-[2-(7-bromo-dibenzothiophen-3-yl)-2-oxo-ethyl]ester 1-tert-butyl ester), C(CCC)[Sn](C(=C)OCC)(CCCC)CCCC (tributyl(1-ethoxyvinyl)tin), C(C)(C)(C)OC(=O)N1C2CCC(C1C(=O)O)C2 (2-Aza-bicyclo[2.2.1]heptane-2,3-dicarboxylic acid 2-tert-butyl ester). The reagents and catalysts are C=1C=CC(=CC1)[P](C=2C=CC=CC2)(C=3C=CC=CC3)[Pd]([P](C=4C=CC=CC4)(C=5C=CC=CC5)C=6C=CC=CC6)([P](C=7C=CC=CC7)(C=8C=CC=CC8)C=9C=CC=CC9)[P](C=1C=CC=CC1)(C=1C=CC=CC1)C=1C=CC=CC1 (tetrakis(triphenylphosphine)palladium). Run in CN(C)C=O (DMF), CN(C)C=O (DMF), O (water), CCOC(=O)C (EtOAc), CC#N (MeCN), C(C)(=O)OCC (ethyl acetate), O1CCOCC1 (dioxane). Run at temperature 80 celsius, time 1 hour. Yields the product C(C)(C)(C)OC(=O)N1C2CCC(C1C(=O)OCC(=O)C=1C=CC3=C(SC4=C3C=CC(=C4)C(COC(=O)C4N(CCC4)C(=O)OC(C)(C)C)=O)C1)C2 (2-Aza-bicyclo[2.2.1]heptane-2,3-dicarboxylic acid 3-(2-{7-[2-(1-tert-butoxycarbonyl-pyrrolidine-2-carbonyloxy)-acetyl]-dibenzothiophen-3-yl]-2-oxo-ethyl) ester 2-tert-butyl ester), residue. Isolated yield 19.0%. Reaction SMILES: [C:1]([O:5][C:6]([N:8]1[CH2:12][CH2:11][CH2:10][CH:9]1[C:13]([O:15][CH2:16][C:17]([C:19]1[CH:20]=[CH:21][C:22]2[C:26]3[CH:27]=[CH:28][C:29](Br)=[CH:30][C:25]=3[S:24][C:23]=2[CH:32]=1)=[O:18])=[O:14])=[O:7])([CH3:4])([CH3:3])[CH3:2].C([Sn](CCCC)(CCCC)[C:38]([O:40]CC)=[CH2:39])CCC.C1C(=O)N(Br)C(=O)C1.[C:59]([O:63][C:64]([N:66]1[CH:71]([C:72]([OH:74])=[O:73])[CH:70]2[CH2:75][CH:67]1[CH2:68][CH2:69]2)=[O:65])([CH3:62])([CH3:61])[CH3:60]>O1CCOCC1.C(OCC)(=O)C.CN(C=O)C.CC#N.C1C=CC([P]([Pd]([P](C2C=CC=CC=2)(C2C=CC=CC=2)C2C=CC=CC=2)([P](C2C=CC=CC=2)(C2C=CC=CC=2)C2C=CC=CC=2)[P](C2C=CC=CC=2)(C2C=CC=CC=2)C2C=CC=CC=2)(C2C=CC=CC=2)C2C=CC=CC=2)=CC=1.O>[C:59]([O:63][C:64]([N:66]1[CH:71]([C:72]([O:74][CH2:39][C:38]([C:29]2[CH:28]=[CH:27][C:26]3[C:22]4[CH:21]=[CH:20][C:19]([C:17](=[O:18])[CH2:16][O:15][C:13]([CH:9]5[CH2:10][CH2:11][CH2:12][N:8]5[C:6]([O:5][C:1]([CH3:4])([CH3:3])[CH3:2])=[O:7])=[O:14])=[CH:32][C:23]=4[S:24][C:25]=3[CH:30]=2)=[O:40])=[O:73])[CH:70]2[CH2:75][CH:67]1[CH2:68][CH2:69]2)=[O:65])([CH3:62])([CH3:60])[CH3:61] |^1:99,101,120,139|. Procedure: [1,1′-Bis(triphenylphosphine)dichloropalladium(II) (3%, 14 mg, 0.02 mmol) and tetrakis(triphenylphosphine)palladium (3%, 23 mg, 0.02 mmol) were added to the mixture of Pyrrolidine-1,2-dicarboxylic acid 2-[2-(7-bromo-dibenzothiophen-3-yl)-2-oxo-ethyl]ester 1-tert-butyl ester (345 mg, 0.665 mmol) and tributyl(1-ethoxyvinyl)tin (1.2 eq., 0.269 mL) in 5 mL dioxane. The reaction was heated to 80° C. under Are for 4 hours. The reaction was cooled to room temperature. 1.5 mL water was added and followe...